From a dataset of the Open Reaction Database (ORD), a public repository of structured organic reaction records. describe an organic reaction: reactants, conditions, products, and yield Reactants: CCO, O=C(Nc1ccc(C(=O)N2CCCC(CCN3C(=O)c4ccccc4C3=O)c3cc(Cl)ccc32)cn1)c1ccccc1Cl, NN, O, O. Yields the product NCCC1CCCN(C(=O)c2ccc(NC(=O)c3ccccc3Cl)nc2)c2ccc(Cl)cc21. Reaction SMILES: [CH3:48][CH2:49][OH:50].[Cl:1][c:2]1[cH:3][cH:4][c:5]2[c:6]([cH:43]1)[CH:7]([CH2:30][CH2:31][N:32]1[C:33](=[O:34])[c:35]3[cH:36][cH:37][cH:38][cH:39][c:40]3[C:41]1=[O:42])[CH2:8][CH2:9][CH2:10][N:11]2[C:12]([c:13]1[cH:14][n:15][c:16]([NH:19][C:20]([c:21]2[c:22]([Cl:27])[cH:23][cH:24][cH:25][cH:26]2)=[O:28])[cH:17][cH:18]1)=[O:29].[NH2:45][NH2:46].[OH2:44].[OH2:47]>>[Cl:1][c:2]1[cH:3][cH:4][c:5]2[c:6]([cH:43]1)[CH:7]([CH2:30][CH2:31][NH2:32])[CH2:8][CH2:9][CH2:10][N:11]2[C:12]([c:13]1[cH:14][n:15][c:16]([NH:19][C:20]([c:21]2[c:22]([Cl:27])[cH:23][cH:24][cH:25][cH:26]2)=[O:28])[cH:17][cH:18]1)=[O:29]. Reactants: ClC1=NC2=CC=C(C=C2N=C1N(C(C)C)C)C(=O)OC (methyl 2-chloro-3-[methyl(propan-2-yl)amino]quinoxaline-6-carboxylate), CC=1NC2=CC(=CC=C2C1)B1OC(C(O1)(C)C)(C)C (2-methyl-6-(tetramethyl-1,3,2-dioxaborolan-2-yl)-1H-indole), C(=O)([O-])[O-].[K+].[K+] (K2CO3). Reagents/catalysts: O (water), C=1C=CC(=CC1)[P](C=2C=CC=CC2)(C=3C=CC=CC3)[Pd]([P](C=4C=CC=CC4)(C=5C=CC=CC5)C=6C=CC=CC6)([P](C=7C=CC=CC7)(C=8C=CC=CC8)C=9C=CC=CC9)[P](C=1C=CC=CC1)(C=1C=CC=CC1)C=1C=CC=CC1 (Pd(PPh3)4). Solvent: COCCOC (DME). Conditions: temperature 90 celsius, time 1 hour. Product: CN(C=1C(=NC2=CC=C(C=C2N1)C(=O)OC)C=1C=C2C=C(NC2=CC1)C)C(C)C (methyl 3-[methyl(propan-2-yl)amino]-2-(2-methyl-1H-indol-5-yl)quinoxaline-6-carboxylate). The yield is 68.1%. Reaction SMILES: Cl[C:2]1[C:11]([N:12]([CH3:16])[CH:13]([CH3:15])[CH3:14])=[N:10][C:9]2[C:4](=[CH:5][CH:6]=[C:7]([C:17]([O:19][CH3:20])=[O:18])[CH:8]=2)[N:3]=1.[CH3:21][C:22]1[NH:23][C:24]2[C:29]([CH:30]=1)=[CH:28][CH:27]=[C:26](B1OC(C)(C)C(C)(C)O1)[CH:25]=2.C([O-])([O-])=O.[K+].[K+]>COCCOC.O.C1C=CC([P]([Pd]([P](C2C=CC=CC=2)(C2C=CC=CC=2)C2C=CC=CC=2)([P](C2C=CC=CC=2)(C2C=CC=CC=2)C2C=CC=CC=2)[P](C2C=CC=CC=2)(C2C=CC=CC=2)C2C=CC=CC=2)(C2C=CC=CC=2)C2C=CC=CC=2)=CC=1>[CH3:16][N:12]([CH:13]([CH3:15])[CH3:14])[C:11]1[C:2]([C:27]2[CH:28]=[C:29]3[C:24](=[CH:25][CH:26]=2)[NH:23][C:22]([CH3:21])=[CH:30]3)=[N:3][C:4]2[C:9]([N:10]=1)=[CH:8][C:7]([C:17]([O:19][CH3:20])=[O:18])=[CH:6][CH:5]=2 |f:2.3.4,^1:56,58,77,96|. Reported procedure: To a solution of methyl 2-chloro-3-[methyl(propan-2-yl)amino]quinoxaline-6-carboxylate (200 mg, 0.68 mmol) in DME (5.0 mL) and water (2 drops) was added 2-methyl-6-(tetramethyl-1,3,2-dioxaborolan-2-yl)-1H-indole (352 mg, 1.37 mmol), Pd(PPh3)4 (39 mg, 0.03 mmol), and K2CO3 (189 mg, 1.37 mmol) with stirring for 1 hour at 90° C. under atmosphere of nitrogen. The resulting mixture was concentrated in vacuo to give a residue, which was purified by silica gel column chromatography (1% ethyl acetate in... Starting materials: CON(C)C(=O)C(NC(=O)OC(C)(C)C)C(C)(C)C, CO, ClCCl, O=C(O)C(F)(F)F. The product is CON(C)C(=O)C(N)C(C)(C)C. Reaction SMILES: [C:1]([O:2][C:3](=[O:4])[NH:7][CH:8]([C:9]([CH3:10])([CH3:11])[CH3:12])[C:13]([N:14]([CH3:15])[O:16][CH3:17])=[O:18])([CH3:5])([CH3:6])[CH3:19].[CH3:30][OH:31].[Cl:27][CH2:28][Cl:29].[OH:20][C:21]([C:22]([F:23])([F:24])[F:25])=[O:26]>>[NH2:7][CH:8]([C:9]([CH3:10])([CH3:11])[CH3:12])[C:13]([N:14]([CH3:15])[O:16][CH3:17])=[O:18]. Reported procedure: The same procedures as described in Example 89 were repeated except that 8.0 g of 3-phthalimido-indazole and 10.1 g of 3-bromopropylmorpholine hydrobromide were employed instead of the 3-phthalimido-4-chloroindazole and the 4.83 g of 3-bromopropyldiethylamine hydrobromide, respectively. As a result, 8.7 g of 1-(3-morpholinopropyl)-3-(3-diethylaminopropylamino)indazole was obtained. Reaction SMILES: C1(=O)[N:5]([C:6]2[C:14]3[C:9](=[CH:10][CH:11]=[CH:12][CH:13]=3)[NH:8][N:7]=2)[C:4](=O)[C:3]2=[CH:16]C=CC=C12.Br.Br[CH2:23][CH2:24][CH2:25][N:26]1[CH2:31][CH2:30][O:29][CH2:28][CH2:27]1.[C:32]1(=O)[N:36](C2C3C(=CC=CC=3Cl)NN=2)[C:35](=O)[C:34]2=CC=CC=[C:33]12.Br.BrCCCN(CC)CC>>[O:29]1[CH2:30][CH2:31][N:26]([CH2:25][CH2:24][CH2:23][N:8]2[C:9]3[C:14](=[CH:13][CH:12]=[CH:11][CH:10]=3)[C:6]([NH:5][CH2:4][CH2:3][CH2:16][N:36]([CH2:32][CH3:33])[CH2:35][CH3:34])=[N:7]2)[CH2:27][CH2:28]1 |f:1.2,4.5|. Starting materials: C1(C=2C(C(N1C1=NNC3=CC=CC=C13)=O)=CC=CC2)=O (3-phthalimido-indazole), Br.BrCCCN(CC)CC (3-bromopropyldiethylamine hydrobromide), Br.BrCCCN1CCOCC1 (3-bromopropylmorpholine hydrobromide), C1(C=2C(C(N1C1=NNC3=CC=CC(=C13)Cl)=O)=CC=CC2)=O (3-phthalimido-4-chloroindazole). Yields the product O1CCN(CC1)CCCN1N=C(C2=CC=CC=C12)NCCCN(CC)CC (1-(3-morpholinopropyl)-3-(3-diethylaminopropylamino)indazole). Starting materials: CC1=C(C(=CC=C1)C)C=1N=C(C2=C(N1)CCNC2)N2CC([C@H](CC2)OC)(C)C ((S)-2-(2,6-dimethylphenyl)-4-(4-methoxy-3,3-dimethylpiperidin-1-yl)-5,6,7,8-tetrahydropyrido[4,3-d]pyrimidine), O (water), CCC(=O)OC(=O)C(C)C (methyl isobutyryl acetate), C1(=CC=CC=C1)C (toluene). The reagents and catalysts are CN(C)C=1C=CN=CC1 (DMAP). Run in C(Cl)Cl (DCM). Reaction conditions: temperature 150 celsius. Product: CC1=C(C(=CC=C1)C)C=1N=C(C2=C(N1)CCN(C2)C(CC(C(C)C)=O)=O)N2CC([C@H](CC2)OC)(C)C ((S)-1-(2-(2,6-dimethylphenyl)-4-(4-methoxy-3,3-dimethylpiperidin-1-yl)-7,8-dihydropyrido[4,3-d]pyrimidin-6(5H)-yl)-4-methylpentane-1,3-dione). Reaction SMILES: [CH3:1][C:2]1[CH:7]=[CH:6][CH:5]=[C:4]([CH3:8])[C:3]=1[C:9]1[N:10]=[C:11]([N:19]2[CH2:24][CH2:23][C@H:22]([O:25][CH3:26])[C:21]([CH3:28])([CH3:27])[CH2:20]2)[C:12]2[CH2:18][NH:17][CH2:16][CH2:15][C:13]=2[N:14]=1.CCC(O[C:34]([CH:36]([CH3:38])[CH3:37])=[O:35])=O.[C:39]1([CH3:45])C=CC=CC=1.[OH2:46]>CN(C1C=CN=CC=1)C.C(Cl)Cl>[CH3:1][C:2]1[CH:7]=[CH:6][CH:5]=[C:4]([CH3:8])[C:3]=1[C:9]1[N:10]=[C:11]([N:19]2[CH2:24][CH2:23][C@H:22]([O:25][CH3:26])[C:21]([CH3:28])([CH3:27])[CH2:20]2)[C:12]2[CH2:18][N:17]([C:39](=[O:46])[CH2:45][C:34](=[O:35])[CH:36]([CH3:37])[CH3:38])[CH2:16][CH2:15][C:13]=2[N:14]=1. Reported procedure: In a microwave reaction vial (S)-2-(2,6-dimethylphenyl)-4-(4-methoxy-3,3-dimethylpiperidin-1-yl)-5,6,7,8-tetrahydropyrido[4,3-d]pyrimidine (115 mg, 0.302 mmol), prepared by a method similar to that described by Examples 21-c and 21-d, was combined with methyl isobutyryl acetate (65 mg, 0.45 mmol), toluene (2 mL) and DMAP (7 mg, 0.060 mmol). The vial was heated in a microwave reactor at 150° C. for 30 min. The reaction mixture was then diluted with DCM and water. The layers were separated and the... Starting materials: CCOC(=O)c1cc2c(Oc3cc(F)cc(F)c3N)cccc2[nH]1, CN(C)C=O, CCOCC, CC(C)(C)ON=O. The product is CCOC(=O)c1cc2c(Oc3cc(F)cc(F)c3)cccc2[nH]1. Reaction SMILES: [CH2:8]([CH3:9])[O:10][C:11](=[O:12])[c:13]1[nH:14][c:15]2[cH:16][cH:17][cH:18][c:19]([O:22][c:23]3[c:24]([NH2:31])[c:25]([F:30])[cH:26][c:27]([F:29])[cH:28]3)[c:20]2[cH:21]1.[CH3:32][N:33]([CH3:34])[CH:35]=[O:36].[CH3:37][CH2:38][O:39][CH2:40][CH3:41].[N:1]([O:2][C:3]([CH3:4])([CH3:5])[CH3:6])=[O:7]>>[CH2:8]([CH3:9])[O:10][C:11](=[O:12])[c:13]1[nH:14][c:15]2[cH:16][cH:17][cH:18][c:19]([O:22][c:23]3[cH:24][c:25]([F:30])[cH:26][c:27]([F:29])[cH:28]3)[c:20]2[cH:21]1. The reactants are CC(C)(C)[Si](C)(C)OCCBr, CC(C)(C)OC(=O)NC1CCCNC1=O. Product: CC(C)(C)OC(=O)NC1CCCN(CCO[Si](C)(C)C(C)(C)C)C1=O. RXN SMILES: [Br:16][CH2:17][CH2:18][O:19][Si:20]([CH3:21])([CH3:22])[C:23]([CH3:24])([CH3:25])[CH3:26].[O:1]=[C:2]1[NH:3][CH2:4][CH2:5][CH2:6][CH:7]1[NH:8][C:9]([O:10][C:11]([CH3:12])([CH3:13])[CH3:14])=[O:15]>>[O:1]=[C:2]1[N:3]([CH2:17][CH2:18][O:19][Si:20]([CH3:21])([CH3:22])[C:23]([CH3:24])([CH3:25])[CH3:26])[CH2:4][CH2:5][CH2:6][CH:7]1[NH:8][C:9]([O:10][C:11]([CH3:12])([CH3:13])[CH3:14])=[O:15].